From a dataset of the Open Reaction Database (ORD), a public repository of structured organic reaction records. describe an organic reaction: reactants, conditions, products, and yield Starting materials: O=C(O)C1Cc2ccccc2C1, C[C@H](N)c1cccc2ccccc12. The reagents and catalysts are CC(C)N=C=NC(C)C (DIC), C1=CC2=C(N=C1)N(N=N2)O (HOAt). Run in CN(C)C=O (DMF), CN(C)C=O (DMF), CN(C)C=O (DMF), CN(C)C=O (DMF), CN(C)C=O (DMF), CN(C)C=O (DMF). Conditions: temperature 25 celsius, time 2 hour. The product is CC(NC(=O)C1Cc2ccccc2C1)c1cccc2ccccc12. The yield is 59.8%. RXN SMILES: C[C@H](N)c1cccc2ccccc12.O=C(O)C1Cc2ccccc2C1.CC(C)N=C=NC(C)C.C1=CC2=C(N=C1)N(N=N2)O.CN(C)C=O>>CC(NC(=O)C1Cc2ccccc2C1)c1cccc2ccccc12. Reactants: C(C=C)C=1C=C(C(=O)O)C=C(C1OCC=C)OC (3-allyl-4-allyloxy-5-methoxybenzoic acid). Reagents/catalysts: C1CCC(CC1)P(C2CCCCC2)C3CCCCC3.C1CCC(CC1)P(C2CCCCC2)C3CCCCC3.C1=CC=C(C=C1)C=[Ru](Cl)Cl (benzylidene-bis-(tricyclohexylphosphine)dichlororuthenium). Solvent: C(Cl)Cl (CH2Cl2), CCOC(=O)C (EtOAc). Reaction conditions: time 2 hour. Product: COC1=CC(=CC2=C1OCC=CC2)C(=O)O (9-methoxy-2,5-dihydrobenzo[b]oxepine-7-carboxylic acid). Isolated yield 100.3%. Reaction SMILES: [CH2:1]([C:4]1[CH:5]=[C:6]([CH:10]=[C:11]([O:17][CH3:18])[C:12]=1[O:13][CH2:14][CH:15]=[CH2:16])[C:7]([OH:9])=[O:8])C=C>C(Cl)Cl.CCOC(C)=O.C1CCC(P(C2CCCCC2)C2CCCCC2)CC1.C1CCC(P(C2CCCCC2)C2CCCCC2)CC1.C1C=CC(C=[Ru](Cl)Cl)=CC=1>[CH3:18][O:17][C:11]1[C:12]2[O:13][CH2:14][CH:15]=[CH:16][CH2:1][C:4]=2[CH:5]=[C:6]([C:7]([OH:9])=[O:8])[CH:10]=1 |f:3.4.5|. Procedure details: To a stirred solution of 3-allyl-4-allyloxy-5-methoxybenzoic acid (200 mg, 0.81 mmol) in CH2Cl2 (20 mL) at room temperature was added benzylidene-bis-(tricyclohexylphosphine)dichlororuthenium (Grubb's catalyst, 35 mg, 0.04 mmol, 0.05 eq.). After stirring for 2 h the reaction was diluted with EtOAc (150 mL) then extracted with 2.0 N NaOH (100 mL). Aqueous layer was treated with brine (100 mL) then acidified to pH 5 using 1.0 N HCl. The aqueous layer was then extracted with EtOAc (2×200 mL). The o... Starting materials: C(C)(C)(C)C=1N=C(C=2C(N1)=NN(N2)CC)N2CC(CC2)(F)F (5-tert-Butyl-7-(3,3-difluoro-pyrrolidin-1-yl)-2-ethyl-2H-[1,2,3]triazolo[4,5-d]pyrimidine), C(C)(C)(C)C=1N=C(C2=C(N1)NN=N2)N2CC(CC2)(F)F (5-tert-butyl-7-(3,3-difluoropyrrolidin-1-yl)-3H-[1,2,3]triazolo[4,5-d]pyrimidine), BrCC1CCCCC1 ((bromomethyl)cyclohexane). The product is C(C)(C)(C)C=1N=C(C=2C(N1)=NN(N2)CC2CCCCC2)N2CC(CC2)(F)F (5-tert-Butyl-2-cyclohexylmethyl-7-(3,3-difluoro-pyrrolidin-1-yl)-2H-[1,2,3]triazolo[4,5-d]pyrimidine), solid. The yield is 39.0%. RXN SMILES: [C:1]([C:5]1[N:6]=[C:7]([N:16]2[CH2:20][CH2:19][C:18]([F:22])([F:21])[CH2:17]2)[C:8]2[C:9](=[N:11][N:12]([CH2:14][CH3:15])[N:13]=2)[N:10]=1)([CH3:4])([CH3:3])[CH3:2].C(C1N=C(N2CCC(F)(F)C2)C2N=NNC=2N=1)(C)(C)C.BrC[CH:45]1[CH2:50][CH2:49]C[CH2:47][CH2:46]1>>[C:1]([C:5]1[N:6]=[C:7]([N:16]2[CH2:20][CH2:19][C:18]([F:21])([F:22])[CH2:17]2)[C:8]2[C:9](=[N:11][N:12]([CH2:14][CH:15]3[CH2:49][CH2:50][CH2:45][CH2:46][CH2:47]3)[N:13]=2)[N:10]=1)([CH3:2])([CH3:3])[CH3:4]. Reported procedure: In analogy to the procedure described for the synthesis of 5-tert-butyl-7-(3,3-difluoro-pyrrolidin-1-yl)-2-ethyl-2H-[1,2,3]triazolo[4,5-d]pyrimidine (example 3, step b), the title compound was prepared from 5-tert-butyl-7-(3,3-difluoropyrrolidin-1-yl)-3H-[1,2,3]triazolo[4,5-d]pyrimidine and (bromomethyl)cyclohexane and isolated as white solid (6.1 mg, 39%). MS (m/e): 379.4 (MH+). Starting materials: [Al+3], [Cl-], [Cl-], [Cl-], S=C=S, O=C(Cl)Cc1ccccc1, COC(=O)CCCc1ccccc1. Product: COC(=O)CCCc1ccc(C(=O)Cc2ccccc2)cc1. As a reaction SMILES: [Al+3:15].[Cl-:14].[Cl-:16].[Cl-:17].[S:28]=[C:29]=[S:30].[c:18]1([CH2:24][C:25](=[O:26])[Cl:27])[cH:19][cH:20][cH:21][cH:22][cH:23]1.[c:1]1([CH2:7][CH2:8][CH2:9][C:10](=[O:11])[O:12][CH3:13])[cH:2][cH:3][cH:4][cH:5][cH:6]1>>[c:1]1([CH2:7][CH2:8][CH2:9][C:10](=[O:11])[O:12][CH3:13])[cH:2][cH:3][c:4]([C:25]([CH2:24][c:18]2[cH:19][cH:20][cH:21][cH:22][cH:23]2)=[O:26])[cH:5][cH:6]1. The product is O=Cc1ncc(F)cc1F. The reactants are CC(C)C[AlH]CC(C)C, ClCCl, Cl, N#Cc1ncc(F)cc1F, [Na+], O=C([O-])O. Reaction SMILES: [CH3:11][CH:12]([CH2:13][AlH:14][CH2:15][CH:16]([CH3:17])[CH3:18])[CH3:19].[Cl:26][CH2:27][Cl:28].[ClH:20].[F:1][c:2]1[c:3]([C:9]#[N:10])[n:4][cH:5][c:6]([F:8])[cH:7]1.[Na+:25].[O-:21][C:22]([OH:23])=[O:24]>>[F:1][c:2]1[c:3]([CH:9]=[O:21])[n:4][cH:5][c:6]([F:8])[cH:7]1. Starting materials: Cc1ccccc1, Nc1cc(Cl)c(OCC(F)(F)F)cc1F, O=C=NC(=O)c1c(F)cccc1F. Product: O=C(NC(=O)c1c(F)cccc1F)Nc1cc(Cl)c(OCC(F)(F)F)cc1F. As a reaction SMILES: [CH3:29][c:30]1[cH:31][cH:32][cH:33][cH:34][cH:35]1.[F:14][c:15]1[c:16]([NH2:17])[cH:18][c:19]([Cl:28])[c:20]([O:22][CH2:23][C:24]([F:25])([F:26])[F:27])[cH:21]1.[F:1][c:2]1[c:3]([C:4](=[O:5])[N:6]=[C:7]=[O:8])[c:9]([F:13])[cH:10][cH:11][cH:12]1>>[F:1][c:2]1[c:3]([C:4](=[O:5])[NH:6][C:7](=[O:8])[NH:17][c:16]2[c:15]([F:14])[cH:21][c:20]([O:22][CH2:23][C:24]([F:25])([F:26])[F:27])[c:19]([Cl:28])[cH:18]2)[c:9]([F:13])[cH:10][cH:11][cH:12]1.